Dataset: the Open Reaction Database (ORD), a public repository of structured organic reaction records. Task: describe an organic reaction: reactants, conditions, products, and yield Reactants: C1(=CC=CC=C1)N1C(=O)NC(=O)C1C (1-phenyl-5-methylhydantoin), ClC(SCl)(Cl)Cl (trichloromethylsulfenyl chloride), [OH-].[Na+] (sodium hydroxide). Reagents/catalysts: CCCCCCCC[N+](C)(CCCCCCCC)CCCCCCCC.[Cl-] (Aliquat® 336). Solvent: C(Cl)Cl (methylene chloride). Reaction conditions: time 10 minute. The product is C1(=CC=CC=C1)N1C(=O)N(C(=O)C1C)SC(Cl)(Cl)Cl (1-Phenyl-3-trichloromethylthio-5-methylhydantoin). The yield is 108.7%. Reaction SMILES: [C:1]1([N:7]2[CH:13]([CH3:14])[C:11](=[O:12])[NH:10][C:8]2=[O:9])[CH:6]=[CH:5][CH:4]=[CH:3][CH:2]=1.[Cl:15][C:16]([Cl:20])([Cl:19])[S:17]Cl.[OH-].[Na+]>CCCCCCCC[N+](CCCCCCCC)(CCCCCCCC)C.[Cl-].C(Cl)Cl>[C:1]1([N:7]2[CH:13]([CH3:14])[C:11](=[O:12])[N:10]([S:17][C:16]([Cl:20])([Cl:19])[Cl:15])[C:8]2=[O:9])[CH:2]=[CH:3][CH:4]=[CH:5][CH:6]=1 |f:2.3,4.5|. Procedure details: A stirred mixture of 8.0 g (0.042 mole) 1-phenyl-5-methylhydantoin, 8.6 g (0.046 mole) trichloromethylsulfenyl chloride and 1.0 g Aliquat® 336 in 100 ml methylene chloride was cooled in an ice bath. To that mixture a pre-cooled sodium hydroxide solution (4.2 g of 50% sodium hydroxide diluted to 20 g with water) was added at once. The temperature of the reaction mixture rose from 3° C. to 5° C.; stirring was continued for 10 minutes. The methylene chloride layer was separated and washed well with...